This data is from the Open Reaction Database (ORD), a public repository of structured organic reaction records. The task is: describe an organic reaction: reactants, conditions, products, and yield Reactants: C(C)(=O)O (acetic acid), N1CCCC1 (pyrrolidine), CC(=O)C (acetone), FC1=CC=C(C=C1)C(CCCCCC(=O)OCC)C1=C(C(=C(C(=C1O)C)C)C=O)C (ethyl 7-(4-fluorophenyl)-7-(3-formyl-6-hydroxy-2,4,5-trimethylphenyl)heptanoate). The solvent is O (Water). Reaction conditions: time 6.5 hour. Yields the product FC1=CC=C(C=C1)C(CCCCCC(=O)OCC)C1=C(C(=C(C(=C1C)C=CC(C)=O)C)C)O (ethyl 7-(4-fluorophenyl)-7-[2-hydroxy-5-(3-oxobutenyl)-3,4,6-trimethylphenyl]heptanoate). Reaction SMILES: C(O)(=O)C.N1CCCC1.[CH3:10][C:11]([CH3:13])=[O:12].[F:14][C:15]1[CH:20]=[CH:19][C:18]([CH:21]([C:32]2[C:37]([OH:38])=[C:36]([CH3:39])[C:35]([CH3:40])=[C:34]([CH:41]=O)[C:33]=2[CH3:43])[CH2:22][CH2:23][CH2:24][CH2:25][CH2:26][C:27]([O:29][CH2:30][CH3:31])=[O:28])=[CH:17][CH:16]=1>O>[F:14][C:15]1[CH:20]=[CH:19][C:18]([CH:21]([C:32]2[C:33]([CH3:43])=[C:34]([CH:41]=[CH:10][C:11](=[O:12])[CH3:13])[C:35]([CH3:40])=[C:36]([CH3:39])[C:37]=2[OH:38])[CH2:22][CH2:23][CH2:24][CH2:25][CH2:26][C:27]([O:29][CH2:30][CH3:31])=[O:28])=[CH:17][CH:16]=1. Procedure: To acetic acid (0.14 ml) were added pyrrolidine (0.2 ml) and acetone (0.26 ml). To this solution was added ethyl 7-(4-fluorophenyl)-7-(3-formyl-6-hydroxy-2,4,5-trimethylphenyl)heptanoate (1.0 g) and the mixture was stirred for 6.5 hours. Water was added and the mixture was extracted with ethyl acetate. The organic layer was washed with water and saturated saline and dried with anhydrous magnesium sulfate. The solvent was distilled off under reduced pressure to obtain ethyl 7-(4-fluorophenyl)-7-[... The product is ClC(=O)OCCOCC1=CC=CC=C1 (2-benzyloxyethyl chloroformate). Procedure details: 22.7 G. (150 mmoles) of 2-benzyloxyethanol is added dropwise with stirring to 188 ml. (300 mmoles) of a 17.2% phosgene solution in benzene cooled in an ice bath with protection from moisture. The addition is complete in 40 minutes and the solution is stirred in the ice bath for an additional hour. The reaction mixture is allowed to warm to room temperature and stirred overnight. A stream of nitrogen is passed through the solution to remove the excess phosgene and HCl. The reaction mixture is eva... Run in C1=CC=CC=C1 (benzene). Starting materials: C(C1=CC=CC=C1)OCCO (2-benzyloxyethanol), C(=O)(Cl)Cl (phosgene), ice. RXN SMILES: [CH2:1]([O:8][CH2:9][CH2:10][OH:11])[C:2]1[CH:7]=[CH:6][CH:5]=[CH:4][CH:3]=1.[C:12](Cl)([Cl:14])=[O:13]>C1C=CC=CC=1>[Cl:14][C:12]([O:11][CH2:10][CH2:9][O:8][CH2:1][C:2]1[CH:7]=[CH:6][CH:5]=[CH:4][CH:3]=1)=[O:13]. Run at time 40 minute. Reactants: CC(=O)N1C(=O)C(=C(O)c2ccc(C#N)cc2)c2ccc(Cl)cc21, ClP(Cl)(Cl)(Cl)Cl, C1COCCO1. Product: CC(=O)N1C(=O)C(=C(Cl)c2ccc(C#N)cc2)c2ccc(Cl)cc21. Reaction SMILES: [C:1]([CH3:2])(=[O:3])[N:4]1[C:5](=[O:24])[C:6](=[C:14]([c:15]2[cH:16][cH:17][c:18]([C:21]#[N:22])[cH:19][cH:20]2)[OH:23])[c:7]2[cH:8][cH:9][c:10]([Cl:13])[cH:11][c:12]21.[Cl:25][P:26]([Cl:27])([Cl:28])([Cl:29])[Cl:30].[O:31]1[CH2:32][CH2:33][O:34][CH2:35][CH2:36]1>>[C:1]([CH3:2])(=[O:3])[N:4]1[C:5](=[O:24])[C:6](=[C:14]([c:15]2[cH:16][cH:17][c:18]([C:21]#[N:22])[cH:19][cH:20]2)[Cl:25])[c:7]2[cH:8][cH:9][c:10]([Cl:13])[cH:11][c:12]21. Starting materials: ClC=1C(=NC=C(C(=O)Cl)C1)N1CCC(CC1)N1C([C@H](CC1)NC1=C(C=C(C=C1)S(=O)(=O)C)F)=O ((S)-5-chloro-6-(4-(3-(2-fluoro-4-(methylsulfonyl)phenylamino)-2-oxopyrrolidin-1-yl)piperidin-1-yl)nicotinoyl chloride), CNC (dimethylamine). Solvent: CCOC(=O)C (EtOAc), CN(C)C=O.C(C)#N.C1CCOC1 (DMF ACN THF). Conditions: time 4 hour. The product is ClC=1C(=NC=C(C(=O)N(C)C)C1)N1CCC(CC1)N1C([C@H](CC1)NC1=C(C=C(C=C1)S(=O)(=O)C)F)=O ((S)-5-chloro-6-(4-(3-(2-fluoro-4-(methylsulfonyl)phenylamino)-2-oxopyrrolidin-1-yl)piperidin-1-yl)-N,N-dimethylnicotinamide). Isolated yield 39.3%. RXN SMILES: [Cl:1][C:2]1[C:3]([N:11]2[CH2:16][CH2:15][CH:14]([N:17]3[CH2:21][CH2:20][C@H:19]([NH:22][C:23]4[CH:28]=[CH:27][C:26]([S:29]([CH3:32])(=[O:31])=[O:30])=[CH:25][C:24]=4[F:33])[C:18]3=[O:34])[CH2:13][CH2:12]2)=[N:4][CH:5]=[C:6]([CH:10]=1)[C:7](Cl)=[O:8].[CH3:35][NH:36][CH3:37]>CN(C=O)C.C(#N)C.C1COCC1.CCOC(C)=O>[Cl:1][C:2]1[C:3]([N:11]2[CH2:16][CH2:15][CH:14]([N:17]3[CH2:21][CH2:20][C@H:19]([NH:22][C:23]4[CH:28]=[CH:27][C:26]([S:29]([CH3:32])(=[O:31])=[O:30])=[CH:25][C:24]=4[F:33])[C:18]3=[O:34])[CH2:13][CH2:12]2)=[N:4][CH:5]=[C:6]([CH:10]=1)[C:7]([N:36]([CH3:37])[CH3:35])=[O:8] |f:2.3.4|. Procedure: To a solution of (S)-5-chloro-6-(4-(3-(2-fluoro-4-(methylsulfonyl)phenylamino)-2-oxopyrrolidin-1-yl)piperidin-1-yl)nicotinoyl chloride (0.15 g, 0.28 mmol) in 5 mL of DMF/ACN/THF (1:1:1) was added dimethylamine (2 M solution in THF, 1.4 mL, 2.8 mmol) and the reaction was stirred at ambient temperature for 4 hours. The reaction was diluted with EtOAc (100 mL) and the organic layer was washed with water (20 mL) and brine (20 mL), and the organic layer was dried over MgSO4, and concentrated under va... The reactants are BrN1C(CCC1=O)=O (N-Bromosuccinimide), N(=NC(C#N)(C)C)C(C#N)(C)C (azobisisobutyronitrile), C(C(C)C)OC(=O)N(S(=O)(=O)C=1C(=NC=CC1)C1=CC=C(C=C1)C)C1=NC=C(N=C1OC)C (N-(isobutoxycarbonyl)-N-(3-methoxy-5-methylpyrazin-2-yl)-2-(4-methylphenyl)pyridine-3-sulphonamide). Solvent: C(Cl)(Cl)(Cl)Cl (carbon tetrachloride). Yields the product BrCC1=CC=C(C=C1)C1=NC=CC=C1S(=O)(=O)N(C1=NC=C(N=C1OC)C)C(=O)OCC(C)C (2-(4-bromomethylphenyl)-N-(isobutoxycarbonyl)-N-(3-methoxy-5-methylpyrazin-2-yl)-pyridine-3-sulphonamide). Yield: 70.5%. Reaction SMILES: [Br:1]N1C(=O)CCC1=O.N(C(C)(C)C#N)=NC(C)(C)C#N.[CH2:21]([O:25][C:26]([N:28]([C:45]1[C:50]([O:51][CH3:52])=[N:49][C:48]([CH3:53])=[CH:47][N:46]=1)[S:29]([C:32]1[C:33]([C:38]2[CH:43]=[CH:42][C:41]([CH3:44])=[CH:40][CH:39]=2)=[N:34][CH:35]=[CH:36][CH:37]=1)(=[O:31])=[O:30])=[O:27])[CH:22]([CH3:24])[CH3:23]>C(Cl)(Cl)(Cl)Cl>[Br:1][CH2:44][C:41]1[CH:42]=[CH:43][C:38]([C:33]2[C:32]([S:29]([N:28]([C:26]([O:25][CH2:21][CH:22]([CH3:23])[CH3:24])=[O:27])[C:45]3[C:50]([O:51][CH3:52])=[N:49][C:48]([CH3:53])=[CH:47][N:46]=3)(=[O:31])=[O:30])=[CH:37][CH:36]=[CH:35][N:34]=2)=[CH:39][CH:40]=1. Reported procedure: N-Bromosuccinimide (2.99 g) and azobisisobutyronitrile (275 mg) were added to a solution of N-(isobutoxycarbonyl)-N-(3-methoxy-5-methylpyrazin-2-yl)-2-(4-methylphenyl)pyridine-3-sulphonamide (7.9 g) in carbon tetrachloride (150 ml) and the mixture was heated under reflux for 4 hours. Insoluble material was removed by filtration and the fitrate was concentrated by evaporation. The residue was redissolved in ethyl acetate (200 ml) and the solution was washed with water (100 ml) and saturated sodiu... Reactants: C1(=CC=CC=C1)C(C1=CC=CC=C1)OC(=O)C12C(=CC3C2(CC2C(CCC2C1(C3)C=O)C)COC31OC2C(O3)OC(C2OCCCCCC)C1O[Si](C)(C)C(C)(C)C)C(C)C (8a-[[[6-(hexyloxy)tetrahydro-7-t-butyldimethylsilyloxy-2,5-methanofuro[2,3-d]-1,3-dioxol-2-yl]oxy]methyl]-4-formyl-4,4a,5,6,7,7a,8,8a-octahydro-7-methyl-3-(1-methylethyl)-1,4-methano-s-indacene-3a(1H)-carboxylic acid diphenylmethyl ester), [F-].C(CCC)[N+](CCCC)(CCCC)CCCC.O1CCCC1 (tetrabutylammonium fluoride tetrahydrofuran). Run in O1CCCC1 (tetrahydrofuran). Yields the product C1(=CC=CC=C1)C(C1=CC=CC=C1)OC(=O)C12C(=CC3C2(CC2C(CCC2C1(C3)C=O)C)COC31OC2C(O3)OC(C2OCCCCCC)C1O)C(C)C (8a-[[[6-(hexyloxy)tetrahydro-7-hydroxy-2,5-methanofuro[2, 3-d]-1,3-dioxol-2-yl]oxy]methyl]-4-formyl-4,4a,5,6,7,7a,8,8a-octahydro-7-methyl-3-(1-methylethyl)-1,4-methano-s-indacene-3a(1H)-carboxylic acid diphenylmethyl ester). Isolated yield 100.6%. RXN SMILES: [C:1]1([CH:7]([O:14][C:15]([C:17]23[C:28]4([CH:30]=[O:31])[CH2:29][CH:20]([C:21]2([CH2:33][O:34][C:35]25[CH:50]([O:51][Si](C(C)(C)C)(C)C)[CH:41]6[CH:42]([O:43][CH2:44][CH2:45][CH2:46][CH2:47][CH2:48][CH3:49])[CH:37]([CH:38]([O:40]6)[O:39]2)[O:36]5)[CH2:22][CH:23]2[CH:27]4[CH2:26][CH2:25][CH:24]2[CH3:32])[CH:19]=[C:18]3[CH:59]([CH3:61])[CH3:60])=[O:16])[C:8]2[CH:13]=[CH:12][CH:11]=[CH:10][CH:9]=2)[CH:6]=[CH:5][CH:4]=[CH:3][CH:2]=1.[F-].C([N+](CCCC)(CCCC)CCCC)CCC.O1CCCC1>O1CCCC1>[C:1]1([CH:7]([O:14][C:15]([C:17]23[C:28]4([CH:30]=[O:31])[CH2:29][CH:20]([C:21]2([CH2:33][O:34][C:35]25[CH:50]([OH:51])[CH:41]6[CH:42]([O:43][CH2:44][CH2:45][CH2:46][CH2:47][CH2:48][CH3:49])[CH:37]([CH:38]([O:40]6)[O:39]2)[O:36]5)[CH2:22][CH:23]2[CH:27]4[CH2:26][CH2:25][CH:24]2[CH3:32])[CH:19]=[C:18]3[CH:59]([CH3:60])[CH3:61])=[O:16])[C:8]2[CH:9]=[CH:10][CH:11]=[CH:12][CH:13]=2)[CH:6]=[CH:5][CH:4]=[CH:3][CH:2]=1 |f:1.2.3|. Procedure: 18.7 mg of compound (45) was stirred together with 218 μl of dry tetrahydrofuran and 32.7 μl of 1M tetrabutylammonium fluoride-tetrahydrofuran solution at room temperature for 4 hours. The reaction solution was concentrated in vacuo to give the crude reaction product. It was charged onto a silica gel column (Kieselgel 60, Merck, 1.0φ×20 cm) and eluted with n-hexane-ethyl acetate (8:1) to give 16.3 mg of compound (46) as a colorless oily substance. Starting materials: O1C2CCC1C(=O)OC2=O (Tetrahydrofuran-2,5-dicarboxylic anhydride), NCCCCN1CCN(CC1)C1=NC=CC=N1 (1-(4-Aminobutyl)-4-(2-pyrimidinyl)piperazine). Run in C1(=CC=CC=C1)C (toluene). Yields the product N1=C(N=CC=C1)N1CCN(CC1)CCCCN1C(C2CCC(C1=O)O2)=O (3-[4-[4-(2-Pyrimidinyl)-1-piperazinyl]butyl]-8-oxa-3-azabicyclo[3.2.1]octane-2,4-dione). Reaction SMILES: [O:1]1[CH:5]2[C:6]([O:8][C:9](=[O:10])[CH:2]1[CH2:3][CH2:4]2)=O.[NH2:11][CH2:12][CH2:13][CH2:14][CH2:15][N:16]1[CH2:21][CH2:20][N:19]([C:22]2[N:27]=[CH:26][CH:25]=[CH:24][N:23]=2)[CH2:18][CH2:17]1>C1(C)C=CC=CC=1>[N:23]1[CH:24]=[CH:25][CH:26]=[N:27][C:22]=1[N:19]1[CH2:20][CH2:21][N:16]([CH2:15][CH2:14][CH2:13][CH2:12][N:11]2[C:6](=[O:8])[CH:5]3[O:1][CH:2]([CH2:3][CH2:4]3)[C:9]2=[O:10])[CH2:17][CH2:18]1. Procedure: Tetrahydrofuran-2,5-dicarboxylic anhydride (1.5 g., 10 mmole) was dissolved in 150 ml. of toluene in a 500 ml. round bottom flask equipped with a Dean-Stark trap and condenser. 1-(4-Aminobutyl)-4-(2-pyrimidinyl)piperazine (2.59 g., 11 mmole) was added and the mixture was refluxed for 24 hours. When the analysis failed to detect the expected product, the solvent was removed in vacuum and replaced with xylene. Reflux was continued for 48 hours. The solvent was then removed in vacuum and the residu...